From a dataset of the Open Reaction Database (ORD), a public repository of structured organic reaction records. describe an organic reaction: reactants, conditions, products, and yield Starting materials: Br, CC(=O)c1cc(Cl)c2c(c1Cl)C(C)(C)CCS2(=O)=O, CCOC(C)=O, [Na+], [OH-], O. The product is CC1(C)CCS(=O)(=O)c2c(Cl)cc(C(=O)O)c(Cl)c21. RXN SMILES: [Br:3].[C:4]([CH3:5])(=[O:6])[c:7]1[c:8]([Cl:22])[c:9]2[c:14]([c:15]([Cl:17])[cH:16]1)[S:13](=[O:18])(=[O:19])[CH2:12][CH2:11][C:10]2([CH3:20])[CH3:21].[CH3:23][CH2:24][O:25][C:26](=[O:27])[CH3:28].[Na+:2].[OH-:1].[OH2:29]>>[C:4]([OH:6])([c:7]1[c:8]([Cl:22])[c:9]2[c:14]([c:15]([Cl:17])[cH:16]1)[S:13](=[O:18])(=[O:19])[CH2:12][CH2:11][C:10]2([CH3:20])[CH3:21])=[O:25]. Reactants: C(=O)(C(F)(F)F)O (TFA), [Na].COC1=CC(=C(C=C1OC)C(CC(=O)OCC)=O)\N=N\N1CCCC1 (Ethyl 3-{4,5-dimethoxy-2-[(E)-pyrrolidin-1-yldiazenyl]phenyl}-3-oxopropanoate sodium salt). Run in ice water. Run at temperature 0 celsius, time 2 hour. Product: COC=1C=C2C(C(=NNC2=CC1OC)C(=O)OCC)=O (Ethyl 6,7-dimethoxy-4-oxo-1,4-dihydrocinnoline-3-carboxylate). Isolated yield 51.4%. Reaction SMILES: C(O)(C(F)(F)F)=O.[Na].[CH3:9][O:10][C:11]1[C:16]([O:17][CH3:18])=[CH:15][C:14]([C:19](=[O:26])[CH2:20][C:21]([O:23][CH2:24][CH3:25])=[O:22])=[C:13](/[N:27]=[N:28]/N2CCCC2)[CH:12]=1>>[CH3:18][O:17][C:16]1[CH:15]=[C:14]2[C:13](=[CH:12][C:11]=1[O:10][CH3:9])[NH:27][N:28]=[C:20]([C:21]([O:23][CH2:24][CH3:25])=[O:22])[C:19]2=[O:26] |f:1.2,^1:7|. Procedure details: To a 100 mL round bottom flask charged with a magnetic stir bar was added TFA (30 mL). The flask was cooled to 0° C. in an ice bath and ethyl 3-{4,5-dimethoxy-2-[(E)-pyrrolidin-1-yldiazenyl]phenyl}-3-oxopropanoate sodium salt (4.03 g, 10.83 mmol) (Method 3) was added to the reaction mixture in portions over 10 minutes. The mixture was stirred at this temperature for an additional 2 h before being poured over 0° C. ice-water (˜300 mL). The desired product precipitated from the mixture and was col... The reactants are C(C1CO1)N1C(OCC1)C(C)C (3-glycidyl-2-isopropyloxazolidine), C[O-].[Na+] (sodium methoxide). The solvent is CO (methanol). Conditions: time 2 hour. The product is COCC(CN1C(OCC1)C(C)C)O (3-(3-methoxy-2-hydroxypropyl)-2-isopropyl-1,3-oxazolidine). As a reaction SMILES: [CH2:1]([N:5]1[CH2:9][CH2:8][O:7][CH:6]1[CH:10]([CH3:12])[CH3:11])[CH:2]1[O:4][CH2:3]1.[CH3:13][O-:14].[Na+]>CO>[CH3:13][O:14][CH2:3][CH:2]([OH:4])[CH2:1][N:5]1[CH2:9][CH2:8][O:7][CH:6]1[CH:10]([CH3:12])[CH3:11] |f:1.2|. Procedure: Into a 500 ml., three-neck flask equipped with a mechanical stirrer, dropping funnel and condenser with a drying tube was charged 171 g. (1 mole) of 3-glycidyl-2-isopropyloxazolidine and 250 cc. of absolute methanol. While stirring at room temperature an equivalent amount of sodium methoxide (25% solution methanol) was added over a 30 minute period. The mixture was stirred an additional two hours after addition was completed. The solvent was then removed in vacuo to afford 3-(3-methoxy-2-hydroxy... Reactants: Cl.CNC (dimethylamine hydrochloride), C(C)(C)(C)OC(=O)C1=C(C=C(C(=O)O)C=C1)Cl (4-(tert-butoxycarbonyl)-3-chlorobenzoic acid). Run in C(C)(=O)OCC (ethyl acetate). Product: ClC1=C(C(=O)OC(C)(C)C)C=CC(=C1)C(N(C)C)=O (tert-butyl 2-chloro-4-(dimethylcarbamoyl)benzoate). As a reaction SMILES: Cl.[CH3:2][NH:3][CH3:4].[C:5]([O:9][C:10]([C:12]1[CH:20]=[CH:19][C:15]([C:16](O)=[O:17])=[CH:14][C:13]=1[Cl:21])=[O:11])([CH3:8])([CH3:7])[CH3:6]>C(OCC)(=O)C>[Cl:21][C:13]1[CH:14]=[C:15]([C:16](=[O:17])[N:3]([CH3:4])[CH3:2])[CH:19]=[CH:20][C:12]=1[C:10]([O:9][C:5]([CH3:8])([CH3:7])[CH3:6])=[O:11] |f:0.1|. Reported procedure: 290 mg of dimethylamine hydrochloride was coupled to 1 g of 4-(tert-butoxycarbonyl)-3-chlorobenzoic acid via Procedure G. The reaction mixture was diluted with ethyl acetate, washed with 0.1 N HCl, 0.1 N NaOH and brine, dried (MgSO4) and evaporated to afford tert-butyl 2-chloro-4-(dimethylcarbamoyl)benzoate. 1.1 g of tert-butyl 2-chloro-4-(dimethylcarbamoyl)benzoate was treated with TFA (4 mL) containing trace amounts of H2O for 2 h. The reaction mixture was evaporated, and then added 0.1 N HCl....